Task: describe an organic reaction: reactants, conditions, products, and yield. Dataset: the Open Reaction Database (ORD), a public repository of structured organic reaction records The reactants are ClC1=NC2=CC=C(C=C2C=C1)Cl (2,6-dichloroquinoline), CC1=CC=C(O1)CN (5-methyl-2-furanmethanamine), COCCN (2-methoxyethylamine). The product is COCCNC=1C=C2C=CC(=NC2=CC1)NCC=1OC(=CC1)C (N6-(2-Methoxy-ethyl)-N2-(5-methyl-furan-2-ylmethyl)-quinoline-2,6-diamine). RXN SMILES: Cl[C:2]1[CH:11]=[CH:10][C:9]2[C:4](=[CH:5][CH:6]=[C:7](Cl)[CH:8]=2)[N:3]=1.[CH3:13][C:14]1[O:18][C:17]([CH2:19][NH2:20])=[CH:16][CH:15]=1.[CH3:21][O:22][CH2:23][CH2:24][NH2:25]>>[CH3:21][O:22][CH2:23][CH2:24][NH:25][C:7]1[CH:8]=[C:9]2[C:4](=[CH:5][CH:6]=1)[N:3]=[C:2]([NH:20][CH2:19][C:17]1[O:18][C:14]([CH3:13])=[CH:15][CH:16]=1)[CH:11]=[CH:10]2. Procedure: The title compound, MS: m/e=312.1 (M+H+), was prepared in accordance with the general method of example 1 from 2,6-dichloroquinoline, 5-methyl-2-furanmethanamine and 2-methoxyethylamine. Starting materials: C(C)(C)(C)OC(CC=1C=C(C(=NC1)OCC[C@H]1[C@H](C1)C1CCN(CC1)C(=O)OCC1=CC=CC=C1)C)=O (Benzyl 4-[(1R,2S)-2-(2-{[5-(2-tert-butoxy-2-oxoethyl)-3-methylpyridin-2-yl]oxy}ethyl)cyclopropyl]piperidine-1-carboxylate), [H][H] (hydrogen). Reagents/catalysts: [Pd] (palladium on carbon). Solvent: CCO (EtOH). Product: CC=1C=C(C=NC1OCC[C@H]1[C@H](C1)C1CCNCC1)CC(=O)OC(C)(C)C (tert-butyl (5-methyl-6-{2-[(1S,2R)-2-piperidin-4-ylcyclopropyl]ethoxy}pyridin-3-yl)acetate). RXN SMILES: [C:1]([O:5][C:6](=[O:37])[CH2:7][C:8]1[CH:9]=[C:10]([CH3:36])[C:11]([O:14][CH2:15][CH2:16][C@@H:17]2[CH2:19][C@@H:18]2[CH:20]2[CH2:25][CH2:24][N:23](C(OCC3C=CC=CC=3)=O)[CH2:22][CH2:21]2)=[N:12][CH:13]=1)([CH3:4])([CH3:3])[CH3:2].[H][H]>CCO.[Pd]>[CH3:36][C:10]1[CH:9]=[C:8]([CH2:7][C:6]([O:5][C:1]([CH3:4])([CH3:3])[CH3:2])=[O:37])[CH:13]=[N:12][C:11]=1[O:14][CH2:15][CH2:16][C@@H:17]1[CH2:19][C@@H:18]1[CH:20]1[CH2:21][CH2:22][NH:23][CH2:24][CH2:25]1. Reported procedure: Benzyl 4-[(1R,2S)-2-(2-{[5-(2-tert-butoxy-2-oxoethyl)-3-methylpyridin-2-yl]oxy}ethyl)cyclopropyl]piperidine-1-carboxylate (2.6 g, 5.1 mmol) in 30 mL of EtOH was treated with 10% palladium on carbon (300 mg) for 2.5 hrs under 1 atm. of hydrogen gas. The suspension was filtered through a celite pad and concentrated in vacuo to give product used for the next reaction without further purification. LCMS (ESI) m/z 375 [M+H]+. Reactants: CCN=C=NCCCN(C)C, ClCCl, CNC(=O)C1CN(S(=O)(=O)c2cc3ccc(C#C[Si](C)(C)C)cc3s2)CCN1, CC1Cc2nc(C(=O)[O-])sc2CN1, CN(C)C=O, Cl, [Li+]. Yields the product CNC(=O)C1CN(S(=O)(=O)c2cc3ccc(C#C[Si](C)(C)C)cc3s2)CCN1C(=O)c1nc2c(s1)CNC(C)C2. RXN SMILES: [CH2:44]([N:45]=[C:46]=[N:47][CH2:48][CH2:49][CH2:50][N:51]([CH3:52])[CH3:53])[CH3:54].[CH2:60]([Cl:61])[Cl:62].[CH3:1][NH:2][C:3](=[O:4])[CH:5]1[CH2:6][N:7]([S:11](=[O:12])(=[O:13])[c:14]2[cH:15][c:16]3[c:17]([s:18]2)[cH:19][c:20]([C:23]#[C:24][Si:25]([CH3:26])([CH3:27])[CH3:28])[cH:21][cH:22]3)[CH2:8][CH2:9][NH:10]1.[CH3:29][CH:30]1[CH2:31][c:32]2[c:33]([s:36][c:37]([C:39](=[O:40])[O-:41])[n:38]2)[CH2:34][NH:35]1.[CH3:55][N:56]([CH3:57])[CH:58]=[O:59].[ClH:43].[Li+:42]>>[CH3:1][NH:2][C:3](=[O:4])[CH:5]1[CH2:6][N:7]([S:11](=[O:12])(=[O:13])[c:14]2[cH:15][c:16]3[c:17]([s:18]2)[cH:19][c:20]([C:23]#[C:24][Si:25]([CH3:26])([CH3:27])[CH3:28])[cH:21][cH:22]3)[CH2:8][CH2:9][N:10]1[C:39]([c:37]1[s:36][c:33]2[c:32]([n:38]1)[CH2:31][CH:30]([CH3:29])[NH:35][CH2:34]2)=[O:40]. Reactants: C(C)(C)(C)OC(=O)N1CCC(CC1)NC1=NC(=NC(=N1)Cl)OC (4-(4-chloro-6-methoxy-[1,3,5]triazin-2-ylamino)-piperidine-1-carboxylic acid tert-butyl ester), C(C)N(C(C)C)C(C)C (N-ethyl diisopropylamine), NCCO (2-amino-ethanol). The solvent is C(C)#N (acetonitrile). Conditions: temperature 50 celsius. The product is C(C)(C)(C)OC(=O)N1CCC(CC1)NC1=NC(=NC(=N1)NCCO)OC (4-[4-(2-Hydroxy-ethylamino)-6-methoxy-[1,3,5]triazin-2-ylamino]-piperidine-1-carboxylic acid tert-butyl ester). Isolated yield 90.5%. As a reaction SMILES: [C:1]([O:5][C:6]([N:8]1[CH2:13][CH2:12][CH:11]([NH:14][C:15]2[N:20]=[C:19](Cl)[N:18]=[C:17]([O:22][CH3:23])[N:16]=2)[CH2:10][CH2:9]1)=[O:7])([CH3:4])([CH3:3])[CH3:2].C(N(C(C)C)C(C)C)C.[NH2:33][CH2:34][CH2:35][OH:36]>C(#N)C>[C:1]([O:5][C:6]([N:8]1[CH2:13][CH2:12][CH:11]([NH:14][C:15]2[N:20]=[C:19]([NH:33][CH2:34][CH2:35][OH:36])[N:18]=[C:17]([O:22][CH3:23])[N:16]=2)[CH2:10][CH2:9]1)=[O:7])([CH3:4])([CH3:3])[CH3:2]. Procedure details: To a stirred solution of 4-(4-chloro-6-methoxy-[1,3,5]triazin-2-ylamino)-piperidine-1-carboxylic acid tert-butyl ester (1.03 g, 3.0 mmol, 1.0 equiv) in acetonitrile (45 mL) was added N-ethyl diisopropylamine (1.56 mL, 1.18 g, 9.0 mmol, 3.0 equiv) at rt, followed by 2-amino-ethanol (0.36 mL, 0.37 g, 6.0 mmol, 2.0 equiv). The reaction mixture was heated to 50° C. for 3.5 h, then poured into crashed ice and extracted twice with ethyl acetate. The combined organic layers were washed with brine and w... Yield: 88.8%. Reactants: BrC1=C(C=CC(=C1)Cl)O (2-bromo-4-chlorophenol), BrCCF (1-bromo-2-fluoroethane), C([O-])([O-])=O.[K+].[K+] (potassium carbonate). Yields the product BrC1=C(C=CC(=C1)Cl)OCCF (2-Bromo-4-chloro(2-fluoroethoxy)benzene). Solvent: CC(CC)=O (2-butanone). RXN SMILES: [Br:1][C:2]1[CH:7]=[C:6]([Cl:8])[CH:5]=[CH:4][C:3]=1[OH:9].Br[CH2:11][CH2:12][F:13].C(=O)([O-])[O-].[K+].[K+]>CC(=O)CC>[Br:1][C:2]1[CH:7]=[C:6]([Cl:8])[CH:5]=[CH:4][C:3]=1[O:9][CH2:11][CH2:12][F:13] |f:2.3.4|. Procedure details: A stirred suspension of 2-bromo-4-chlorophenol (2.07 g, 10 mmol), 1-bromo-2-fluoroethane (1.52 g, 12 mmol) and potassium carbonate (1.65 g, 12 mmol) in 2-butanone (10 mL) was heated at reflux temperature for 16 hours. The suspension was allowed to cool and then filtered. The filtrate was concentrated in vacuo and then distilled in vacuo to afford the titled compound as a colorless oil (2.25 g, 89%): bp 80-82° C. @ 0.1 torr The reactants are C(C)OC(=O)C1=NN(C(N1)=O)C1=CC(=CC=C1)Cl (1-(3-chlorophenyl)-5-oxo-4,5-dihydro-1H-1,2,4-triazole-3-carboxylic acid ethyl ester), [Li+].[OH-] (LiOH), CO (MeOH). Run in O (water). Reaction conditions: time 8 hour. The product is ClC=1C=C(C=CC1)N1N=C(NC1=O)C(=O)O (1-(3-Chlorophenyl)-5-oxo-4,5-dihydro-1H-[1,2,4]triazole-3-carboxylic Acid). Isolated yield 0.1%. RXN SMILES: C([O:3][C:4]([C:6]1[NH:10][C:9](=[O:11])[N:8]([C:12]2[CH:17]=[CH:16][CH:15]=[C:14]([Cl:18])[CH:13]=2)[N:7]=1)=[O:5])C.[Li+].[OH-].CO>O>[Cl:18][C:14]1[CH:13]=[C:12]([N:8]2[C:9](=[O:11])[NH:10][C:6]([C:4]([OH:5])=[O:3])=[N:7]2)[CH:17]=[CH:16][CH:15]=1 |f:1.2|. Reported procedure: A mixture of 1-(3-chlorophenyl)-5-oxo-4,5-dihydro-1H-1,2,4-triazole-3-carboxylic acid ethyl ester (200.0 mg, 747 mmol), LiOH (71.6 mg, 1.5 mmol) in water (2 mL), and MeOH (10.0 mL, 247 mmol) was stirred at room temperature overnight then concentrated. The residue was acidified with 1N HCl to pH 3-4, forming a precipitate, which was filtered, washed with water (2×5 mL), and dried in vacuo to yield the title compound (100.6 mg).